Dataset: the Open Reaction Database (ORD), a public repository of structured organic reaction records. Task: describe an organic reaction: reactants, conditions, products, and yield Product: CN1C(N(C(C1=O)C)C1=CC=C(C=C1)C(=O)N1CCN(CC1)C1=NC(=C(C=C1C)C)C)=O (3,5-dimethyl-1-{4-[4-(3,5,6-trimethylpyridin-2-yl)piperazine-1-carbonyl]phenyl}imidazolidine-2,4-dione). Procedure details: Using 5-methyl-1-{4-[4-(3,5,6-trimethylpyridin-2-yl)piperazine-1-carbonyl]phenyl}imidazolidine-2,4-dione (50 mg) described in Example 550 and methyl iodide (8.1 μL) and by the reaction and treatment in the same manner as in Example 551, the title compound (27 mg) was obtained. The reactants are CC1C(NC(N1C1=CC=C(C=C1)C(=O)N1CCN(CC1)C1=NC(=C(C=C1C)C)C)=O)=O (5-methyl-1-{4-[4-(3,5,6-trimethylpyridin-2-yl)piperazine-1-carbonyl]phenyl}imidazolidine-2,4-dione), CI (methyl iodide). RXN SMILES: [CH3:1][CH:2]1[N:6]([C:7]2[CH:12]=[CH:11][C:10]([C:13]([N:15]3[CH2:20][CH2:19][N:18]([C:21]4[C:26]([CH3:27])=[CH:25][C:24]([CH3:28])=[C:23]([CH3:29])[N:22]=4)[CH2:17][CH2:16]3)=[O:14])=[CH:9][CH:8]=2)[C:5](=[O:30])[NH:4][C:3]1=[O:31].[CH3:32]I>>[CH3:32][N:4]1[C:3](=[O:31])[CH:2]([CH3:1])[N:6]([C:7]2[CH:12]=[CH:11][C:10]([C:13]([N:15]3[CH2:16][CH2:17][N:18]([C:21]4[C:26]([CH3:27])=[CH:25][C:24]([CH3:28])=[C:23]([CH3:29])[N:22]=4)[CH2:19][CH2:20]3)=[O:14])=[CH:9][CH:8]=2)[C:5]1=[O:30]. Reactants: C(=O)(OC(C)(C)C)N[C@@H](C(C)C)C(=O)O (N-Boc-L-valine), Cl.NN1C2=C(C3=C(C(C1=O)C)C=CC=C3)C=CC=C2 (5-Amino-7-methyl-5,7-dihydro-6H-dibenz[b,d]azepin-6-one Hydrochloride). Product: Cl.N[C@@H](C(C)C)C(=O)NN1C2=C(C3=C(C(C1=O)C)C=CC=C3)C=CC=C2 (5-(L-Valinyl)amino-7-methyl-5,7-dihydro-6H-dibenz[b,d]azepin-6-one Hydrochloride). RXN SMILES: C([NH:8][C@H:9]([C:13](O)=[O:14])[CH:10]([CH3:12])[CH3:11])(OC(C)(C)C)=O.[ClH:16].[NH2:17][N:18]1[C:24](=[O:25])[CH:23]([CH3:26])[C:22]2[CH:27]=[CH:28][CH:29]=[CH:30][C:21]=2[C:20]2[CH:31]=[CH:32][CH:33]=[CH:34][C:19]1=2>>[ClH:16].[NH2:8][C@H:9]([C:13]([NH:17][N:18]1[C:24](=[O:25])[CH:23]([CH3:26])[C:22]2[CH:27]=[CH:28][CH:29]=[CH:30][C:21]=2[C:20]2[CH:31]=[CH:32][CH:33]=[CH:34][C:19]1=2)=[O:14])[CH:10]([CH3:12])[CH3:11] |f:1.2,3.4|. Procedure details: Following General Procedure D and using N-Boc-L-valine (Aldrich) and 5-amino-7-methyl-5,7-dihydro-6H-dibenz[b,d]azepin-6-one (Example 1), the title compound was prepared.